Task: describe an organic reaction: reactants, conditions, products, and yield. Dataset: the Open Reaction Database (ORD), a public repository of structured organic reaction records The reactants are C1C2C1C(=O)OC2=O (cyclopropane-2,3-dicarboxylic acid anhydride), NCCCO (3-amino-1-propanol). Conditions: temperature 180 celsius. The product is OCCCN1C(C2CC2C1=O)=O (3-(3-Hydroxy-propyl)-3-aza-bicyclo[3.1.0]hexane-2,4-dione). Yield: 49.0%. Reaction SMILES: [CH2:1]1[CH:3]2[C:4]([O:6][C:7](=[O:8])[CH:2]12)=O.[NH2:9][CH2:10][CH2:11][CH2:12][OH:13]>>[OH:13][CH2:12][CH2:11][CH2:10][N:9]1[C:7](=[O:8])[CH:2]2[CH:3]([CH2:1]2)[C:4]1=[O:6]. Reported procedure: A mixture of cyclopropane-2,3-dicarboxylic acid anhydride (purchased at Acros, Ref 37012-0010, 500 mg, 1.0 eq.) and 3-amino-1-propanol (340 mL, 1.0 eq.) was heated 6 h at 180° C. The reaction mixture was purified on silica, eluting with a 98:2 to 19:1 gradient of dichloromethane/methanol, to yield 360 mg (49%) of the desired product as light yellow solid. MS (m/e): 168.1 (M−H−, 100%) Reactants: O=C([O-])[O-], Cc1c[nH]cn1, CCOC(C)=O, O=Cc1ccc(F)c(F)c1, [K+], [K+], CN(C)C=O. Yields the product Cc1cn(-c2ccc(C=O)cc2F)cn1. RXN SMILES: [C:17](=[O:18])([O-:19])[O-:20].[CH3:11][c:12]1[n:13][cH:14][nH:15][cH:16]1.[CH3:23][CH2:24][O:25][C:26](=[O:27])[CH3:28].[F:1][c:2]1[cH:3][c:4]([CH:5]=[O:6])[cH:7][cH:8][c:9]1[F:10].[K+:21].[K+:22].[O:29]=[CH:30][N:31]([CH3:32])[CH3:33]>>[F:1][c:2]1[cH:3][c:4]([CH:5]=[O:6])[cH:7][cH:8][c:9]1-[n:15]1[cH:14][n:13][c:12]([CH3:11])[cH:16]1. Starting materials: NC1=C(C#N)C(=CC=C1)OC1CCCCCC1 (2-amino-6-(cycloheptyloxy)benzonitrile), O=C(CC(=O)OCC)C (ethyl 3-oxobutanoate). Yields the product NC1=C(C(=NC2=CC=CC(=C12)OC1CCCCCC1)C)C(=O)OCC (ethyl 4-amino-5-(cycloheptyloxy)-2-methylquinoline-3-carboxylate). Reaction SMILES: [NH2:1][C:2]1[CH:9]=[CH:8][CH:7]=[C:6]([O:10][CH:11]2[CH2:17][CH2:16][CH2:15][CH2:14][CH2:13][CH2:12]2)[C:3]=1[C:4]#[N:5].O=[C:19]([CH3:26])[CH2:20][C:21]([O:23][CH2:24][CH3:25])=[O:22]>>[NH2:5][C:4]1[C:3]2[C:2](=[CH:9][CH:8]=[CH:7][C:6]=2[O:10][CH:11]2[CH2:12][CH2:13][CH2:14][CH2:15][CH2:16][CH2:17]2)[N:1]=[C:19]([CH3:26])[C:20]=1[C:21]([O:23][CH2:24][CH3:25])=[O:22]. Reported procedure: Prepared as in Example 2a from 2-amino-6-(cycloheptyloxy)benzonitrile (Example 32b) and ethyl 3-oxobutanoate as a bright yellow solid (72%). 1H NMR (400 MHz, DMSO-d6) δ 1.32 (t, J=8.0 Hz, 3H), 1.49-1.65 (m, 8H), 1.78-1.87 (m, 2H), 2.04-2.10 (m, 2H), 2.53 (s, 3H), 4.31 (q, J=8.0 Hz, 2H), 4.79 (m, 1H), 6.89 (d, J=8.0 Hz, 1H), 7.20 (d, J=8.0 Hz, 1H), 7.49 (t, J=8.0 Hz, 1H), 8.14 (brs, 2H). MS 343 (MH+). Reactants: CC(=O)SCCC(=O)N1CCCC1C(=O)O, CCOC(C)=O, CCCCCC. Yields the product O=C(O)C1CCCN1C(=O)CCS. RXN SMILES: [C:1](=[O:2])([CH3:3])[S:4][CH2:5][CH2:6][C:7](=[O:8])[N:9]1[CH:10]([C:11](=[O:12])[OH:13])[CH2:14][CH2:15][CH2:16]1.[C:23]([O:24][CH2:25][CH3:26])(=[O:27])[CH3:28].[CH3:17][CH2:18][CH2:19][CH2:20][CH2:21][CH3:22]>>[SH:4][CH2:5][CH2:6][C:7](=[O:8])[N:9]1[CH:10]([C:11](=[O:12])[OH:13])[CH2:14][CH2:15][CH2:16]1. The reactants are BrCC1=Cc2ccccc2Oc2ccccc21, C#CCNC, CO, O, c1ccccc1. Yields the product C#CCN(C)CC1=Cc2ccccc2Oc2ccccc21. Reaction SMILES: [Br:6][CH2:7][C:8]1=[CH:9][c:10]2[c:11]([cH:19][cH:20][cH:21][cH:22]2)[O:12][c:13]2[c:14]1[cH:15][cH:16][cH:17][cH:18]2.[CH3:1][NH:2][CH2:3][C:4]#[CH:5].[CH3:30][OH:31].[OH2:23].[cH:24]1[cH:25][cH:26][cH:27][cH:28][cH:29]1>>[CH3:1][N:2]([CH2:3][C:4]#[CH:5])[CH2:7][C:8]1=[CH:9][c:10]2[c:11]([cH:19][cH:20][cH:21][cH:22]2)[O:12][c:13]2[c:14]1[cH:15][cH:16][cH:17][cH:18]2. Starting materials: CCCC[N+](CCCC)(CCCC)CCCC, ClCCCCCCCCCl, [Na+], [OH-], Oc1ccccc1, O=S(=O)([O-])O. The product is ClCCCCCCCCOc1ccccc1. As a reaction SMILES: [CH2:25]([N+:26]([CH2:27][CH2:28][CH2:29][CH3:30])([CH2:31][CH2:32][CH2:33][CH3:34])[CH2:35][CH2:36][CH2:37][CH3:38])[CH2:39][CH2:40][CH3:41].[Cl:8][CH2:9][CH2:10][CH2:11][CH2:12][CH2:13][CH2:14][CH2:15][CH2:16][Cl:17].[Na+:19].[OH-:18].[OH:1][c:2]1[cH:3][cH:4][cH:5][cH:6][cH:7]1.[S:20]([O-:21])([OH:22])(=[O:23])=[O:24]>>[O:1]([c:2]1[cH:3][cH:4][cH:5][cH:6][cH:7]1)[CH2:16][CH2:15][CH2:14][CH2:13][CH2:12][CH2:11][CH2:10][CH2:9][Cl:8]. The reactants are BrC1=NC=CC2=C1OC(=N2)S (4-bromo-oxazolo[5,4-c]pyridine-2-thiol), C(=O)([O-])[O-].[K+].[K+] (K2CO3), CI (MeI). Solvent: CN(C)C=O (DMF). Reaction conditions: time 1 hour. The product is BrC1=NC=CC2=C1OC(=N2)SC (4-Bromo-2-methylsulfanyl-oxazolo[5,4-c]pyridine). Reaction SMILES: [Br:1][C:2]1[C:7]2[O:8][C:9]([SH:11])=[N:10][C:6]=2[CH:5]=[CH:4][N:3]=1.[C:12]([O-])([O-])=O.[K+].[K+].CI>CN(C=O)C>[Br:1][C:2]1[C:7]2[O:8][C:9]([S:11][CH3:12])=[N:10][C:6]=2[CH:5]=[CH:4][N:3]=1 |f:1.2.3|. Reported procedure: A mixture of 1.21 g (5.24 mmol) 4-bromo-oxazolo[5,4-c]pyridine-2-thiol, 0.8 g (5.76 mmol) K2CO3, 0.9 g (6.28 mmol) MeI in 12 ml DMF is stirred at room temperature for 1 h. The reaction mixture is then poured on water and extracted 2× with EtOAc. The combined organic layers are washed with water and saturated NaCl solution, dried over MgSO4, filtered and the filtrate is concentrated in vacuo to afford the title compound in quantitative yield.